Dataset: the Open Reaction Database (ORD), a public repository of structured organic reaction records. Task: describe an organic reaction: reactants, conditions, products, and yield Reactants: CO, [Li+], CCOC(=O)c1sc(N2CCC(NC(=O)c3[nH]c(C)c(Cl)c3Cl)C(OC)C2)nc1-c1cnc(NCC2CN3CCN2CC3)cn1, [OH-], O, O. Yields the product COC1CN(c2nc(-c3cnc(NCC4CN5CCN4CC5)cn3)c(C(=O)O)s2)CCC1NC(=O)c1[nH]c(C)c(Cl)c1Cl. Reaction SMILES: [CH3:49][OH:50].[Li+:48].[N:1]12[CH:2]([CH2:9][NH:10][c:11]3[n:12][cH:13][c:14](-[c:17]4[n:18][c:19]([N:27]5[CH2:28][CH:29]([O:44][CH3:45])[CH:30]([NH:33][C:34](=[O:35])[c:36]6[nH:37][c:38]([CH3:43])[c:39]([Cl:42])[c:40]6[Cl:41])[CH2:31][CH2:32]5)[s:20][c:21]4[C:22](=[O:23])[O:24][CH2:25][CH3:26])[n:15][cH:16]3)[CH2:3][N:4]([CH2:5][CH2:6]1)[CH2:7][CH2:8]2.[OH-:47].[OH2:46].[OH2:51]>>[N:1]12[CH:2]([CH2:9][NH:10][c:11]3[n:12][cH:13][c:14](-[c:17]4[n:18][c:19]([N:27]5[CH2:28][CH:29]([O:44][CH3:45])[CH:30]([NH:33][C:34](=[O:35])[c:36]6[nH:37][c:38]([CH3:43])[c:39]([Cl:42])[c:40]6[Cl:41])[CH2:31][CH2:32]5)[s:20][c:21]4[C:22](=[O:23])[OH:24])[n:15][cH:16]3)[CH2:3][N:4]([CH2:5][CH2:6]1)[CH2:7][CH2:8]2.